From a dataset of the Open Reaction Database (ORD), a public repository of structured organic reaction records. describe an organic reaction: reactants, conditions, products, and yield The reactants are O=C([O-])O, CCCC[N+](CCCC)(CCCC)CCCC, C=C(NC(C)=O)C(=O)OC, [Cl-], Fc1cccc(I)c1C1OCCCO1, [Na+], CC(=O)[O-], CC(=O)[O-], CN(C)C=O, [Pd+2]. The product is COC(=O)C(=Cc1cccc(F)c1C1OCCCO1)NC(C)=O. Reaction SMILES: [C:25](=[O:26])([OH:27])[O-:28].[CH2:31]([N+:32]([CH2:33][CH2:34][CH2:35][CH3:36])([CH2:37][CH2:38][CH2:39][CH3:40])[CH2:41][CH2:42][CH2:43][CH3:44])[CH2:45][CH2:46][CH3:47].[CH3:15][O:16][C:17]([C:18](=[CH2:19])[NH:20][C:21]([CH3:22])=[O:23])=[O:24].[Cl-:30].[F:1][c:2]1[c:3]([CH:9]2[O:10][CH2:11][CH2:12][CH2:13][O:14]2)[c:4]([I:8])[cH:5][cH:6][cH:7]1.[Na+:29].[O-:49][C:50]([CH3:51])=[O:52].[O-:53][C:54]([CH3:55])=[O:56].[O:57]=[CH:58][N:59]([CH3:60])[CH3:61].[Pd+2:48]>>[F:1][c:2]1[c:3]([CH:9]2[O:10][CH2:11][CH2:12][CH2:13][O:14]2)[c:4]([CH:19]=[C:18]([C:17]([O:16][CH3:15])=[O:24])[NH:20][C:21]([CH3:22])=[O:23])[cH:5][cH:6][cH:7]1.